Dataset: the Open Reaction Database (ORD), a public repository of structured organic reaction records. Task: describe an organic reaction: reactants, conditions, products, and yield Reactants: BrC1=C(C=CC(=C1)[N+](=O)[O-])C (2-bromo-4-nitrotoluene), C1(=CC=CC=C1)B(O)O (phenylboronic acid), C([O-])([O-])=O.[K+].[K+] (potassium carbonate), CC(=O)C (acetone). Reagents/catalysts: C(C)(=O)[O-].[Pd+2].C(C)(=O)[O-] (palladium acetate). Run in O (water). Yields the product [N+](=O)([O-])C1=CC(=C(C=C1)C)C1=CC=CC=C1 (4-nitro-2-phenyltoluene). The yield is 88.2%. RXN SMILES: CC(C)=O.Br[C:6]1[CH:11]=[C:10]([N+:12]([O-:14])=[O:13])[CH:9]=[CH:8][C:7]=1[CH3:15].[C:16]1(B(O)O)[CH:21]=[CH:20][CH:19]=[CH:18][CH:17]=1.C(=O)([O-])[O-].[K+].[K+]>C([O-])(=O)C.[Pd+2].C([O-])(=O)C.O>[N+:12]([C:10]1[CH:9]=[CH:8][C:7]([CH3:15])=[C:6]([C:16]2[CH:21]=[CH:20][CH:19]=[CH:18][CH:17]=2)[CH:11]=1)([O-:14])=[O:13] |f:3.4.5,6.7.8|. Procedure: To a mixture of 70 mL of acetone and 85 mL of water was added 2-bromo-4-nitrotoluene 6.84 g (30 mmol), phenylboronic acid 3.84 g (31.5 mmol), potassium carbonate 10.35 g (75 mmol) and palladium acetate 336 mg (1.5 mmol). The mixture was refluxed for 10 hr and then extracted with ether and dilute hydrochloric acid. After evaporating solvents, the solid residue was recrystallized from methanol to give 5.64 g of 4-nitro-2-phenyltoluene (88% yield). 1H NMR (CDCl3) δ 8.09-8.11 (m, 2H), 7.40-7.49 (m, ...